This data is from the Open Reaction Database (ORD), a public repository of structured organic reaction records. The task is: describe an organic reaction: reactants, conditions, products, and yield Reactants: [Ag+2], BrCc1ccccc1, O=C([O-])[O-], Cc1ccccc1, O=C1CCCc2[nH]c(=O)ccc21. Yields the product O=C1CCCc2nc(OCc3ccccc3)ccc21. As a reaction SMILES: [Ag+2:25].[Br:13][CH2:14][c:15]1[cH:16][cH:17][cH:18][cH:19][cH:20]1.[C:21](=[O:22])([O-:23])[O-:24].[CH3:26][c:27]1[cH:28][cH:29][cH:30][cH:31][cH:32]1.[O:1]=[C:2]1[c:3]2[cH:4][cH:5][c:6](=[O:12])[nH:7][c:8]2[CH2:9][CH2:10][CH2:11]1>>[O:1]=[C:2]1[c:3]2[cH:4][cH:5][c:6]([O:12][CH2:14][c:15]3[cH:16][cH:17][cH:18][cH:19][cH:20]3)[n:7][c:8]2[CH2:9][CH2:10][CH2:11]1.